This data is from the Open Reaction Database (ORD), a public repository of structured organic reaction records. The task is: describe an organic reaction: reactants, conditions, products, and yield Starting materials: [N+](=O)([O-])C=1C=NN(C1)C1CCNCC1 (4-(4-nitro-1H-pyrazol-1-yl)piperidine), C(C)OC1(CC1)O[Si](C)(C)C ((1-ethoxycyclopropoxy) trimethylsilane), C(C)(=O)O (acetic acid), C(#N)[BH3-].[Na+] (sodium cyanoborohydride). Run in CO (methanol). Run at temperature 65 celsius, time 8 hour. The product is C1(CC1)N1CCC(CC1)N1N=CC(=C1)[N+](=O)[O-] (1-cyclopropyl-4-(4-nitro-1H-pyrazol-1-yl)piperidine). The yield is 91.3%. As a reaction SMILES: [N+:1]([C:4]1[CH:5]=[N:6][N:7]([CH:9]2[CH2:14][CH2:13][NH:12][CH2:11][CH2:10]2)[CH:8]=1)([O-:3])=[O:2].C(O[C:18]1(O[Si](C)(C)C)[CH2:20][CH2:19]1)C.C(O)(=O)C.C([BH3-])#N.[Na+]>CO>[CH:18]1([N:12]2[CH2:13][CH2:14][CH:9]([N:7]3[CH:8]=[C:4]([N+:1]([O-:3])=[O:2])[CH:5]=[N:6]3)[CH2:10][CH2:11]2)[CH2:20][CH2:19]1 |f:3.4|. Reported procedure: A mixture of 4-(4-nitro-1H-pyrazol-1-yl)piperidine (100 mg), (1-ethoxycyclopropoxy) trimethylsilane (267 mg), acetic acid (292 μL), Molecular Sieve 3 A (100 mg), and sodium cyanoborohydride (96 mg), and methanol (3 mL) was stirred at 65° C. for 8 hours. After leaving to be cooled, the insoluble matter was separated by filtration and the filtrate was concentrated. The residue was dissolved in ethyl acetate, washed with a saturated aqueous sodium hydrogen carbonate solution and saturated brine, an...